This data is from the Open Reaction Database (ORD), a public repository of structured organic reaction records. The task is: describe an organic reaction: reactants, conditions, products, and yield Starting materials: C(C)(=O)OC(C)=O (acetic anhydride), C(C)N1C(=C(C2=CC=CC=C12)C(=O)C1=C(C(=O)O)C(=C(C(=C1Cl)Cl)Cl)Cl)C (2-(1-ethyl-2-methyl-3-indolyl)carbonyl-3,4,5,6-tetrachlorobenzoic acid), C(C)N(C1=CC(=CC=C1)N(CC)CC)CC (N,N,N',N'-tetraethyl-m-phenylenediamine). Yields the product C(C)N(C1=C(C=CC(=C1)N(CC)CC)C1(OC(=O)C2=C(C(=C(C(=C12)Cl)Cl)Cl)Cl)C1=C(N(C2=CC=CC=C12)CC)C)CC (3-[2,4-bis(diethylamino)phenyl]-3-(1-ethyl-2-methyl-3-indolyl)-4,5,6,7-tetrachlorophthalide), C(C)(=O)NC1=C(C=CC(=C1)N(C)C)C1(OC(=O)C2=C(C(=C(C(=C12)Cl)Cl)Cl)Cl)C1=C(N(C2=CC=CC=C12)CC)C (3-[2-acetamido-4-dimethylaminophenyl]-3-(1-ethyl-2-methyl-3-indolyl)-4,5,6,7-tetrachlorophthalide). As a reaction SMILES: [CH2:1]([N:3]1[C:11]2[C:6](=[CH:7][CH:8]=[CH:9][CH:10]=2)[C:5]([C:12]([C:14]2[C:22]([Cl:23])=[C:21]([Cl:24])[C:20]([Cl:25])=[C:19]([Cl:26])[C:15]=2[C:16]([OH:18])=[O:17])=O)=[C:4]1[CH3:27])[CH3:2].[CH2:28]([N:30]([CH2:42][CH3:43])[C:31]1[CH:36]=[CH:35][CH:34]=[C:33]([N:37]([CH2:40][CH3:41])[CH2:38][CH3:39])[CH:32]=1)[CH3:29].C(O[C:48](=[O:50])[CH3:49])(=O)C>>[CH2:38]([N:37]([CH2:40][CH3:41])[C:33]1[CH:32]=[C:31]([N:30]([CH2:28][CH3:29])[CH2:42][CH3:43])[CH:36]=[CH:35][C:34]=1[C:12]1([C:5]2[C:6]3[C:11](=[CH:10][CH:9]=[CH:8][CH:7]=3)[N:3]([CH2:1][CH3:2])[C:4]=2[CH3:27])[C:14]2[C:15](=[C:19]([Cl:26])[C:20]([Cl:25])=[C:21]([Cl:24])[C:22]=2[Cl:23])[C:16](=[O:18])[O:17]1)[CH3:39].[C:48]([NH:37][C:33]1[CH:32]=[C:31]([N:30]([CH3:42])[CH3:28])[CH:36]=[CH:35][C:34]=1[C:12]1([C:5]2[C:6]3[C:11](=[CH:10][CH:9]=[CH:8][CH:7]=3)[N:3]([CH2:1][CH3:2])[C:4]=2[CH3:27])[C:14]2[C:15](=[C:19]([Cl:26])[C:20]([Cl:25])=[C:21]([Cl:24])[C:22]=2[Cl:23])[C:16](=[O:17])[O:18]1)(=[O:50])[CH3:49]. Reported procedure: Following a procedure similar to that described in part B of Example 2 above, 4.45 g (0.01 mole) of 2-(1-ethyl-2-methyl-3-indolyl)carbonyl-3,4,5,6-tetrachlorobenzoic acid and 2.20 g (0.01 mole) of N,N,N',N'-tetraethyl-m-phenylenediamine were interacted in the presence of ten ml of acetic anhydride to obtain 3-[2,4-bis(diethylamino)phenyl]-3-(1-ethyl-2-methyl-3-indolyl)-4,5,6,7-tetrachlorophthalide (Formula III: Ro =R1 =R2 =R3 =Cl; R=R6 =CH2CH3 ; R4 =N(CH2CH3)2 ; R5 =CH3 ; Y1 =H) melting at 100°-... Starting materials: OC=1C(=NC=CC1)C (3-hydroxy-2-methylpyridine), C=O (formalin), C=O (formalin), [OH-].[Na+] (sodium hydroxide), O (water). Run in C(C)(=O)O (acetic acid). Conditions: time 2 hour. Product: OC=1C(=NC(=CC1)CO)C (3-hydroxy-6-hydroxymethyl-2-methylpyridine). As a reaction SMILES: [OH:1][C:2]1[C:3]([CH3:8])=[N:4][CH:5]=[CH:6][CH:7]=1.[OH-:9].[Na+].O.[CH2:12]=O>C(O)(=O)C>[OH:1][C:2]1[C:3]([CH3:8])=[N:4][C:5]([CH2:12][OH:9])=[CH:6][CH:7]=1 |f:1.2|. Procedure details: A mixture of 27.2 g. (0.25 mol) of 3-hydroxy-2-methylpyridine, 100 ml. of 10% sodium hydroxide in 75 ml. of water and 22.5 ml. (0.25 mol) of 40% formalin (aqueous methanolic formaldehyde solution) is refluxed for two hours. An additional amount of 40% formalin (22.5 ml.) is added and the reflux is continued for two hours. The mixture is acidified with acetic acid and the resulting precipitate is filtered and washed with acetone. The filtrate is evaporated to dryness and the residue is repeatedly... Starting materials: COC(N(C)C)OC (dimethylformamide dimethylacetal), OC=1C2=C(N(N=C2C=CC1)C)S(=O)(=O)N (4-hydroxy-2-methyl-2H-indazole-3-sulfonamide), ice water. The solvent is C(C)#N (acetonitrile). Conditions: time 1 hour. Yields the product CN(C=NS(=O)(=O)C=1N(N=C2C=CC=C(C12)O)C)C (N1, N1 -dimethyl-N2 -[(4-hydroxy-2-methyl-2H-indazol-3-yl)sulfonyl]formamidine). The yield is 86.0%. As a reaction SMILES: CO[CH:3](OC)[N:4]([CH3:6])[CH3:5].[OH:9][C:10]1[C:11]2[C:15]([CH:16]=[CH:17][CH:18]=1)=[N:14][N:13]([CH3:19])[C:12]=2[S:20]([NH2:23])(=[O:22])=[O:21]>C(#N)C>[CH3:6][N:4]([CH3:5])[CH:3]=[N:23][S:20]([C:12]1[N:13]([CH3:19])[N:14]=[C:15]2[C:11]=1[C:10]([OH:9])=[CH:18][CH:17]=[CH:16]2)(=[O:21])=[O:22]. Procedure details: 21.3 g (174 mmol) of dimethylformamide dimethylacetal was dropwise added to a solution containing 33 g (145 mmol) of 4-hydroxy-2-methyl-2H-indazole-3-sulfonamide in 200 ml of acetonitrile, at room temperature. The mixture was stirred for one hour, then poured into ice water and extracted with ethyl acetate. The organic layer was washed with water, then concentrated and purified by column chromatography to obtain 35.2 g (yield: 86.3%) of the desired product. Melting point: 118°-119° C. The reactants are O=C(CCCCl)c1ccc(Cl)cc1, CCC(=O)Nc1cccc(C2CCNCC2)c1. Yields the product CCC(=O)Nc1cccc(C2CCN(CCCC(=O)c3ccc(Cl)cc3)CC2)c1. RXN SMILES: [Cl:1][CH2:2][CH2:3][CH2:4][C:5](=[O:6])[c:7]1[cH:8][cH:9][c:10]([Cl:13])[cH:11][cH:12]1.[NH:14]1[CH2:15][CH2:16][CH:17]([c:20]2[cH:21][c:22]([NH:26][C:27]([CH2:28][CH3:29])=[O:30])[cH:23][cH:24][cH:25]2)[CH2:18][CH2:19]1>>[CH2:2]([CH2:3][CH2:4][C:5](=[O:6])[c:7]1[cH:8][cH:9][c:10]([Cl:13])[cH:11][cH:12]1)[N:14]1[CH2:15][CH2:16][CH:17]([c:20]2[cH:21][c:22]([NH:26][C:27]([CH2:28][CH3:29])=[O:30])[cH:23][cH:24][cH:25]2)[CH2:18][CH2:19]1. The reactants are O (Water), BrC1=C(C2=C(OCCO2)C=C1)C (6-bromo-5-methyl-1,4-benzodioxane), C(CCC)[Li] (n-butyl lithium), C(=O)=O (dry ice), C(=O)=O (dry ice). Solvent: O1CCCC1 (tetrahydrofuran). Conditions: temperature -78 celsius, time 1.5 hour. The product is CC1=C(C=CC=2OCCOC21)C(=O)O (5-methyl-1, 4-benzodioxan-6-carboxylic acid). Yield: 77.0%. As a reaction SMILES: Br[C:2]1[CH:11]=[CH:10][C:5]2[O:6][CH2:7][CH2:8][O:9][C:4]=2[C:3]=1[CH3:12].C([Li])CCC.[C:18](=[O:20])=[O:19].O>O1CCCC1>[CH3:12][C:3]1[C:4]2[O:9][CH2:8][CH2:7][O:6][C:5]=2[CH:10]=[CH:11][C:2]=1[C:18]([OH:20])=[O:19]. Procedure details: In 300 ml of dry tetrahydrofuran, was dissolved 32.0 g of 6-bromo-5-methyl-1,4-benzodioxane and after cooling the solution to -78° C., 96.7 ml of n-butyl lithium (n-hexane solution) was added dropwise over 20 minutes or more. After stirring at the same temperature for 1.5 hours, the reaction mixture was poured onto crushed dry ice and dry ice was sublimated while stirring. Water was added to the mixture and the tetrahydrofuran was removed under reduced pressure. The resulting alkaline aqueous so... Starting materials: C1(=CC=C(C=C1)OCC1=CC=C(O1)C(=O)O)C1=CC=CC=C1 (5-(biphenyl-4-yloxymethyl)-furan-2-carboxylic acid), C1(=CC=C(C=C1)OCC1=CC=C(O1)C(=O)O)C1=CC=CC=C1 (5-(biphenyl-4-yloxymethyl)-furan-2-carboxylic acid), Cl.C(C)(C)(C)OC([C@@H]1NCCC1)=O (D-proline tert-butyl ester hydrochloride), Cl.C(C)N=C=NCCCN(C)C (1-ethyl-3-(3-dimethylaminopropyl)-carbodiimide hydrochloride), N,N-dimethylaminopyridine. Run in O1CCCC1 (tetrahydrofuran). The product is C(C)(C)(C)OC(=O)C1NCCC1 (pyrrolidine-2-carboxylic acid tert-butyl ester). The yield is 61.1%. RXN SMILES: C1(C2C=CC=CC=2)C=CC(OCC2OC(C(O)=O)=CC=2)=CC=1.Cl.[C:24]([O:28][C:29](=[O:35])[C@H:30]1[CH2:34][CH2:33][CH2:32][NH:31]1)([CH3:27])([CH3:26])[CH3:25].Cl.C(N=C=NCCCN(C)C)C>O1CCCC1>[C:24]([O:28][C:29]([CH:30]1[CH2:34][CH2:33][CH2:32][NH:31]1)=[O:35])([CH3:27])([CH3:25])[CH3:26] |f:1.2,3.4|. Reported procedure: A solution of 5-(biphenyl-4-yloxymethyl)-furan-2-carboxylic acid (of Intermediate 8; 0.134 g, 0.46 mmol), D-proline tert-butyl ester hydrochloride (Bachem; 0.22 g, 1.1 mmol), 1-ethyl-3-(3-dimethylaminopropyl)-carbodiimide hydrochloride (Avocado; 0.18 g, 0.95 mmol), and N,N-dimethylaminopyridine (0.166 g, 1.36 mmol) in tetrahydrofuran (10 mL) was stirred at room temperature for 16 h. The solvents were evaporated under reduced pressure, and water and ethyl acetate were added. The aqueous phase was...